This data is from the Open Reaction Database (ORD), a public repository of structured organic reaction records. The task is: describe an organic reaction: reactants, conditions, products, and yield Procedure details: 5.27 ml. (42 mmoles) of 4-fluorobenzyl bromide (Compound CI) is slowly added to 928 mg. (38 mmoles) of magnesium turnings stirred in 38 ml. of anhydrous diethyl ether under nitrogen over a period of 45 minutes at a rate such that the reaction mixture gently refluxes. The reaction mixture is allowed to cool to 20°-25° C., 2.96 ml. (29 mmoles) of benzonitrile in 5 ml. of anhydrous diethyl ether is added over a period of 5 minutes, and the reaction mixture is stirred at 20°-25° C. for 3 hours, the ... Reaction SMILES: [F:1][C:2]1[CH:9]=[CH:8][C:5]([CH2:6]Br)=[CH:4][CH:3]=1.[Mg].[C:11](#N)[C:12]1[CH:17]=[CH:16][CH:15]=[CH:14][CH:13]=1.C([O:21]CC)C>>[F:1][C:2]1[CH:9]=[CH:8][C:5]([CH2:6][C:11]([C:12]2[CH:17]=[CH:16][CH:15]=[CH:14][CH:13]=2)=[O:21])=[CH:4][CH:3]=1. Starting materials: FC1=CC=C(CBr)C=C1 (4-fluorobenzyl bromide), ice, C(C)OCC (diethyl ether), [Mg] (magnesium), C(C1=CC=CC=C1)#N (benzonitrile), C(C)OCC (diethyl ether). Yields the product FC1=CC=C(C=C1)CC(=O)C1=CC=CC=C1 (α-(4-Fluorophenyl)acetophenone). Run at time 3 hour. As a reaction SMILES: [Br:1][c:2]1[c:3]([Cl:9])[n:4][cH:5][c:6]([Br:8])[n:7]1.[CH3:18][C:19]#[N:20].[O:10]1[CH2:11][CH2:12][CH:13]([CH2:16][NH2:17])[CH2:14][CH2:15]1>>[c:2]1([NH:17][CH2:16][CH:13]2[CH2:12][CH2:11][O:10][CH2:15][CH2:14]2)[c:3]([Cl:9])[n:4][cH:5][c:6]([Br:8])[n:7]1. Starting materials: Clc1ncc(Br)nc1Br, CC#N, NCC1CCOCC1. Product: Clc1ncc(Br)nc1NCC1CCOCC1. Starting materials: FC(C(=O)O)(F)F.C(C)(C)C=1SC=C(N1)C(=O)N1CCOC2(C1)CCNCC2 ((2-Isopropylthiazol-4-yl)(1-oxa-4,9-diazaspiro[5.5]undecan-4-yl)methanone trifluoroacetate), FC1=C(OCC=O)C=CC(=C1F)CCO (2-(2,3-Difluoro-4-(2-hydroxyethyl)phenoxy)acetaldehyde), C(C)(=O)O[BH-](OC(C)=O)OC(C)=O.[Na+] (Sodium triacetoxyborohydride). The solvent is CN1C(CCC1)=O (N-methyl-2-pyrrolidinone), C(C)(=O)O (acetic acid). Conditions: time 30 minute. The product is FC1=C(OCCN2CCC3(CN(CCO3)C(=O)C=3N=C(SC3)C(C)C)CC2)C=CC(=C1F)CCO ((9-(2-(2,3-Difluoro-4-(2-hydroxyethyl)phenoxy)ethyl)-1-oxa-4,9-diazaspiro[5.5]undecan-4-yl)(2-isopropylthiazol-4-yl)methanone). As a reaction SMILES: FC(F)(F)C(O)=O.[CH:8]([C:11]1[S:12][CH:13]=[C:14]([C:16]([N:18]2[CH2:23][C:22]3([CH2:28][CH2:27][NH:26][CH2:25][CH2:24]3)[O:21][CH2:20][CH2:19]2)=[O:17])[N:15]=1)([CH3:10])[CH3:9].[F:29][C:30]1[C:39]([F:40])=[C:38]([CH2:41][CH2:42][OH:43])[CH:37]=[CH:36][C:31]=1[O:32][CH2:33][CH:34]=O.C(O[BH-](OC(=O)C)OC(=O)C)(=O)C.[Na+]>CN1CCCC1=O.C(O)(=O)C>[F:29][C:30]1[C:39]([F:40])=[C:38]([CH2:41][CH2:42][OH:43])[CH:37]=[CH:36][C:31]=1[O:32][CH2:33][CH2:34][N:26]1[CH2:25][CH2:24][C:22]2([O:21][CH2:20][CH2:19][N:18]([C:16]([C:14]3[N:15]=[C:11]([CH:8]([CH3:10])[CH3:9])[S:12][CH:13]=3)=[O:17])[CH2:23]2)[CH2:28][CH2:27]1 |f:0.1,3.4|. Procedure: (2-Isopropylthiazol-4-yl)(1-oxa-4,9-diazaspiro[5.5]undecan-4-yl)methanone trifluoroacetate (example 22, step b) (0.5 g) was added to a solution of 2-(2,3-difluoro-4-(2-hydroxyethyl)phenoxy)acetaldehyde (example 77, step d) (0.31 g) in N-methyl-2-pyrrolidinone (10 mL) and acetic acid (0.07 mL). The resulting mixture was stirred for 30 min then cooled in an ice bath. Sodium triacetoxyborohydride (0.38 g) was then added and the reaction was allowed to warm to RT and stirred overnight. The reaction ... Starting materials: CCOC(=O)C(=NOCCSCC#N)c1csc(NC(c2ccccc2)(c2ccccc2)c2ccccc2)n1, CCO, [Na+], C1CCOC1, C1COCCO1, [OH-]. The product is N#CCSCCON=C(C(=O)O)c1csc(NC(c2ccccc2)(c2ccccc2)c2ccccc2)n1. RXN SMILES: [C:1]([c:2]1[cH:3][cH:4][cH:5][cH:6][cH:7]1)([c:8]1[cH:9][cH:10][cH:11][cH:12][cH:13]1)([c:14]1[cH:15][cH:16][cH:17][cH:18][cH:19]1)[NH:20][c:21]1[s:22][cH:23][c:24]([C:26]([C:27](=[O:28])[O:29][CH2:30][CH3:31])=[N:32][O:33][CH2:34][CH2:35][S:36][CH2:37][C:38]#[N:39])[n:25]1.[CH3:47][CH2:48][OH:49].[Na+:41].[O:42]1[CH2:43][CH2:44][CH2:45][CH2:46]1.[O:50]1[CH2:51][CH2:52][O:53][CH2:54][CH2:55]1.[OH-:40]>>[C:1]([c:2]1[cH:3][cH:4][cH:5][cH:6][cH:7]1)([c:8]1[cH:9][cH:10][cH:11][cH:12][cH:13]1)([c:14]1[cH:15][cH:16][cH:17][cH:18][cH:19]1)[NH:20][c:21]1[s:22][cH:23][c:24]([C:26]([C:27](=[O:28])[OH:29])=[N:32][O:33][CH2:34][CH2:35][S:36][CH2:37][C:38]#[N:39])[n:25]1. The reactants are IC=1C=C(CO)C=CC1 (3-iodobenzyl alcohol), O1CCCC=C1 (dihydropyran). The reagents and catalysts are C1(=CC=C(C=C1)S(=O)(=O)O)C (para-Toluenesulfonic acid). Run in ClCCl (dichloromethane). The product is IC=1C=C(COC2OCCCC2)C=CC1 (2-(3-Iodo-benzyloxy)-tetrahydro-pyran). Isolated yield 103.6%. RXN SMILES: [I:1][C:2]1[CH:3]=[C:4]([CH:7]=[CH:8][CH:9]=1)[CH2:5][OH:6].[O:10]1[CH:15]=[CH:14][CH2:13][CH2:12][CH2:11]1>ClCCl.C1(C)C=CC(S(O)(=O)=O)=CC=1>[I:1][C:2]1[CH:3]=[C:4]([CH:7]=[CH:8][CH:9]=1)[CH2:5][O:6][CH:11]1[CH2:12][CH2:13][CH2:14][CH2:15][O:10]1. Procedure: para-Toluenesulfonic acid (100 mg, cat.) was added in one portion to a cooled solution (0 C) of 3-iodobenzyl alcohol (4.71 g, 0.02 mol) and dihydropyran (1.86 g, 0.022 mol) in dichloromethane (50 mL) under a nitrogen atmosphere. The cooling bath was removed and the reaction mixture was allowed to warm to room temperature over 1 hr. Diethyl ether (100 mL) was then added followed by saturated sodium hydrogen carbonate solution (100 mL). The organic layer was separated, dried (MgSO4) and evaporated... Reactants: OC1C(O)C(O)C(O)C(O)C1O, OCC(O)C(O)C(O)CO. Yields the product OCC(O)C(O)C(O)C(O)CO. RXN SMILES: [OH:11][CH:12]1[CH:13]([OH:14])[CH:15]([OH:16])[CH:17]([OH:18])[CH:19]([OH:20])[CH:21]1[OH:22].[OH:1][CH2:2][CH:3]([CH:4]([CH:5]([CH2:6][OH:7])[OH:8])[OH:9])[OH:10]>>[OH:11][CH:12]([CH:13]([OH:14])[CH:15]([OH:16])[CH:17]([OH:18])[CH2:19][OH:20])[CH2:21][OH:22]. Starting materials: C(N)(=N)C=1C=C2C=CC(=C(C2=CC1)C(=O)O)O (6-amidino-1-carboxy-2-naphthol), Cl.NN=CNC1=CC=C(C(=O)Cl)C=C1 (4-aminoiminomethylaminobenzoic acid chloride.hydrochloride), CS(=O)(=O)[O-] (methanesulfonate), N1=CC=CC=C1 (pyridine). The solvent is O (water). Run at time 2 hour. Product: NN=CNC1=CC=C(C(=O)OC2=C(C3=CC=C(C=C3C=C2)C(N)=N)C(=O)O)C=C1 (6-amidino-1-carboxy-2-naphthyl 4-aminoiminomethylaminobenzoate). Yield: 77.9%. Reaction SMILES: [C:1]([C:4]1[CH:5]=[C:6]2[C:11](=[CH:12][CH:13]=1)[C:10]([C:14]([OH:16])=[O:15])=[C:9]([OH:17])[CH:8]=[CH:7]2)(=[NH:3])[NH2:2].CS([O-])(=O)=O.N1C=CC=CC=1.Cl.[NH2:30][N:31]=[CH:32][NH:33][C:34]1[CH:42]=[CH:41][C:37]([C:38](Cl)=[O:39])=[CH:36][CH:35]=1>O>[NH2:30][N:31]=[CH:32][NH:33][C:34]1[CH:42]=[CH:41][C:37]([C:38]([O:17][C:9]2[CH:8]=[CH:7][C:6]3[C:11](=[CH:12][CH:13]=[C:4]([C:1](=[NH:2])[NH2:3])[CH:5]=3)[C:10]=2[C:14]([OH:16])=[O:15])=[O:39])=[CH:36][CH:35]=1 |f:3.4|. Procedure: To 930 mg of 6-amidino-1-carboxy-2-naphthol.methanesulfonate were added 10 ml of anhydrous pyridine and then 667.5 mg of 4-aminoiminomethylaminobenzoic acid chloride.hydrochloride, followed by stirring for 2 hours under cooling with ice and then 48 hours under cooling with water. The precipitate was collected by filtration and washed with a small amount of pyridine. To the collected precipitated were added 20 ml of warm DMF and then 0.6 ml of methanesulfonic acid. The resulting solution was adde...